This data is from the Open Reaction Database (ORD), a public repository of structured organic reaction records. The task is: describe an organic reaction: reactants, conditions, products, and yield Starting materials: S(=S)(=O)([O-])[O-].[Na+].[Na+] (sodium thiosulfate), NC1=NC=CC=C1[N+](=O)[O-] (2-amino-3-nitropyridine), S(O)(O)(=O)=O (sulfuric acid), II (Iodine crystals). The solvent is O (water), C(C)(=O)O (acetic acid). Conditions: temperature 90 celsius, time 10 minute. The product is IC=1C=C(C(=NC1)N)[N+](=O)[O-] (5-iodo-3-nitro-2-aminopyridine). Isolated yield 193.8%. Reaction SMILES: [NH2:1][C:2]1[C:7]([N+:8]([O-:10])=[O:9])=[CH:6][CH:5]=[CH:4][N:3]=1.S(=O)(=O)(O)O.[I:16]I.S([O-])([O-])(=O)=S.[Na+].[Na+]>O.C(O)(=O)C>[I:16][C:5]1[CH:6]=[C:7]([N+:8]([O-:10])=[O:9])[C:2]([NH2:1])=[N:3][CH:4]=1 |f:3.4.5|. Procedure details: A mixture of 2-amino-3-nitropyridine (5.0 g, 35.9 mmol), acetic acid (22 mL), water (5 mL), sulfuric acid (0.650 mL), and HIO4×2H2O (1.7 g, 7.5 mmol) was allowed to stir at 90° C. for 10 min. Iodine crystals (3.7 g, 14.6 mmol) were added in portions. After stirring for 1 h, the reaction was poured into saturated sodium thiosulfate and extracted with ethyl acetate. The organic layers were washed with 0.1 M NaOH and saturated brine, dried with sodium sulfate, then evaporated to give orange solid (...